This data is from the Open Reaction Database (ORD), a public repository of structured organic reaction records. The task is: describe an organic reaction: reactants, conditions, products, and yield Starting materials: ( 50 ), NC1=NC(=C(C(=N1)S(=O)C)C#N)C=1SC=CC1 (2-amino-4-methanesulfinyl-6-thiophen-2-yl-pyrimidine-5-carbonitrile), ( 100 ), OCC1=NC=CC=C1 (2-(hydroxymethyl)pyridine), C1CCC2=NCCCN2CC1 (DBU), ( 49 ). The solvent is O1CCOCC1 (dioxane). Product: NC1=NC(=C(C(=N1)OCC1=NC=CC=C1)C#N)C=1SC=CC1 (2-Amino-4-(pyridin-2-ylmethoxy)-6-thiophen-2-yl-pyrimidine-5-carbonitrile). RXN SMILES: [NH2:1][C:2]1[N:7]=[C:6](S(C)=O)[C:5]([C:11]#[N:12])=[C:4]([C:13]2[S:14][CH:15]=[CH:16][CH:17]=2)[N:3]=1.[OH:18][CH2:19][C:20]1[CH:25]=[CH:24][CH:23]=[CH:22][N:21]=1.C1CCN2C(=NCCC2)CC1>O1CCOCC1>[NH2:1][C:2]1[N:7]=[C:6]([O:18][CH2:19][C:20]2[CH:25]=[CH:24][CH:23]=[CH:22][N:21]=2)[C:5]([C:11]#[N:12])=[C:4]([C:13]2[S:14][CH:15]=[CH:16][CH:17]=2)[N:3]=1. Procedure: From 2-amino-4-methanesulfinyl-6-thiophen-2-yl-pyrimidine-5-carbonitrile, 2-(hydroxymethyl)pyridine and DBU in dioxane. EI-MS m/e (%): 309 (M+, 53), 308 ([M—H]+, 48), 292 ([M—NH3]+, 32), 108 (100), 92 (50), 65 (49). Reactants: COC(=O)CBr, [K+], [K+], CCCCCNc1nc(N)nc(C)c1Cc1ccc(O)cc1OC, O=C([O-])[O-], CN(C)C=O. Yields the product CCCCCNc1nc(N)nc(C)c1Cc1ccc(OCC(=O)OC)cc1OC. Reaction SMILES: [Br:1][CH2:2][C:3](=[O:4])[O:5][CH3:6].[K+:31].[K+:32].[NH2:7][c:8]1[n:9][c:10]([NH:25][CH2:26][CH2:27][CH2:28][CH2:29][CH3:30])[c:11]([CH2:15][c:16]2[c:17]([O:23][CH3:24])[cH:18][c:19]([OH:22])[cH:20][cH:21]2)[c:12]([CH3:14])[n:13]1.[O-:33][C:34]([O-:35])=[O:36].[O:37]=[CH:38][N:39]([CH3:40])[CH3:41]>>[CH2:2]([C:3](=[O:4])[O:5][CH3:6])[O:22][c:19]1[cH:18][c:17]([O:23][CH3:24])[c:16]([CH2:15][c:11]2[c:10]([NH:25][CH2:26][CH2:27][CH2:28][CH2:29][CH3:30])[n:9][c:8]([NH2:7])[n:13][c:12]2[CH3:14])[cH:21][cH:20]1. Starting materials: CCOC(=O)CBr, O=C([O-])[O-], CC#N, [K+], [K+], NCCC(c1ccccc1)c1ccccc1. Product: CCOC(=O)CNCCC(c1ccccc1)c1ccccc1. As a reaction SMILES: [Br:17][CH2:18][C:19](=[O:20])[O:21][CH2:22][CH3:23].[C:24](=[O:25])([O-:26])[O-:27].[CH3:30][C:31]#[N:32].[K+:28].[K+:29].[c:1]1([CH:7]([CH2:8][CH2:9][NH2:10])[c:11]2[cH:12][cH:13][cH:14][cH:15][cH:16]2)[cH:2][cH:3][cH:4][cH:5][cH:6]1>>[c:1]1([CH:7]([CH2:8][CH2:9][NH:10][CH2:18][C:19](=[O:20])[O:21][CH2:22][CH3:23])[c:11]2[cH:12][cH:13][cH:14][cH:15][cH:16]2)[cH:2][cH:3][cH:4][cH:5][cH:6]1. Starting materials: C1NCCCC2=C1C=CC=C2 (2,3,4,5-tetrahydro-1H-2-benzazepine), ClC1=NC2=CC=C(C=C2C(=C1)Cl)Cl (2,4,6-trichloroquinoline), C(CN)N (ethane-1,2-diamine), ClC1=NC2=CC=CC=C2C(=C1)Cl (2,4-dichloroquinoline), CNCCN (N-methyl-ethane-1,2-diamine). Product: CNCCNC1=CC(=NC2=CC=CC=C12)N1CC2=C(CCC1)C=CC=C2 (N-Methyl-N′-[2-(1,3,4,5-tetrahydro-2H-2-benzazepin-2-yl)quinolin-4-yl]ethane-1,2-diamine). RXN SMILES: [CH2:1]1[C:7]2[CH:8]=[CH:9][CH:10]=[CH:11][C:6]=2[CH2:5][CH2:4][CH2:3][NH:2]1.Cl[C:13]1[CH:22]=[C:21](Cl)[C:20]2[C:15](=[CH:16][CH:17]=[CH:18][CH:19]=2)[N:14]=1.[CH3:24][NH:25][CH2:26][CH2:27][NH2:28].ClC1C=C(Cl)C2C(=CC=C(Cl)C=2)N=1.C(N)CN>>[CH3:24][NH:25][CH2:26][CH2:27][NH:28][C:21]1[C:20]2[C:15](=[CH:16][CH:17]=[CH:18][CH:19]=2)[N:14]=[C:13]([N:2]2[CH2:3][CH2:4][CH2:5][C:6]3[CH:11]=[CH:10][CH:9]=[CH:8][C:7]=3[CH2:1]2)[CH:22]=1. Procedure: The title compound was prepared in analogy to Example 118-1 in Scheme 59 by using 2,3,4,5-tetrahydro-1H-2-benzazepine (commercial available), 2,4-dichloroquinoline (commercial available) and N-methyl-ethane-1,2-diamine (commercial available) instead of 7-bromo-2,3,4,5-tetrahydro-1H-2-benzazepine, 2,4,6-trichloroquinoline and ethane-1,2-diamine respectively. MS obsd. (ESI+) [(M+H)+] 347. 1H NMR (400 MHz, DMSO-d6) δ ppm 8.42 (brs, 2 H), 7.88 (s, 1 H), 7.55 (d, J=6.4 Hz, 1 H), 7.47 (s, 2 H), 7.16-7... Starting materials: COc1cccc(N(C)C)c1 (substrate), Cn2cnc1ccccc12 (effective_coupling_partner). The reagents and catalysts are CDC. Conditions: temperature 90 celsius, time 16 hour. The product is CN(C)c3cccc(c2nc1ccccc1n2C)c3. Reactants: C1CCOC1, CN, Cl, O=[N+]([O-])c1ccccc1F. Yields the product CNc1ccccc1[N+](=O)[O-]. Reaction SMILES: [CH2:14]1[O:15][CH2:16][CH2:17][CH2:18]1.[CH3:2][NH2:3].[ClH:1].[F:4][c:5]1[c:6]([N+:11](=[O:12])[O-:13])[cH:7][cH:8][cH:9][cH:10]1>>[CH3:2][NH:3][c:5]1[c:6]([N+:11](=[O:12])[O-:13])[cH:7][cH:8][cH:9][cH:10]1. The reactants are C(C)OC(=O)C=1C(C2=CC(=CC=C2C1C1=CC=CC=C1)O)=O (6-Hydroxy-1-oxo-3-phenyl-1H-indene-2-carboxylic acid ethyl ester), N(=NC(=O)OC(C)C)C(=O)OC(C)C (Diisopropyl azodicarboxylate), OCCN1CCOCC1 (2-hydroxyethylmorpholine), C1(=CC=CC=C1)P(C1=CC=CC=C1)C1=CC=CC=C1 (triphenylphosphine). The solvent is C1CCOC1.C1=CC=CC=C1 (THF benzene). Run at time 2 hour. Yields the product C(C)OC(=O)C=1C(C2=CC(=CC=C2C1C1=CC=CC=C1)OCCN1CCOCC1)=O (6-(2-morpholine-4-ylethoxy)-1-oxo-3-phenyl-1H-indene-2-carboxylic Acid Ethyl Ester). The yield is 506.0%. As a reaction SMILES: [CH2:1]([O:3][C:4]([C:6]1[C:7](=[O:22])[C:8]2[C:13]([C:14]=1[C:15]1[CH:20]=[CH:19][CH:18]=[CH:17][CH:16]=1)=[CH:12][CH:11]=[C:10]([OH:21])[CH:9]=2)=[O:5])[CH3:2].O[CH2:24][CH2:25][N:26]1[CH2:31][CH2:30][O:29][CH2:28][CH2:27]1.C1(P(C2C=CC=CC=2)C2C=CC=CC=2)C=CC=CC=1.N(C(OC(C)C)=O)=NC(OC(C)C)=O>C1COCC1.C1C=CC=CC=1>[CH2:1]([O:3][C:4]([C:6]1[C:7](=[O:22])[C:8]2[C:13]([C:14]=1[C:15]1[CH:20]=[CH:19][CH:18]=[CH:17][CH:16]=1)=[CH:12][CH:11]=[C:10]([O:21][CH2:24][CH2:25][N:26]1[CH2:31][CH2:30][O:29][CH2:28][CH2:27]1)[CH:9]=2)=[O:5])[CH3:2] |f:4.5|. Procedure details: 6-Hydroxy-1-oxo-3-phenyl-1H-indene-2-carboxylic acid ethyl ester (2 g, 6.79 mmol) prepared in Preparation Example 2 was dissolved in THF/benzene (270 mL/90 mL) solution, and 2-hydroxyethylmorpholine (5.83 g, 44.45 mmol) and triphenylphosphine (11.66 g, 44.45 mmol) were added thereto and kept at 0° C. Diisopropyl azodicarboxylate (8.99 g, 44.45 mmol) was added dropwise to the mixture, followed by stirring for 2 hrs at room temperature. The resulting mixture washed with saturated saline and extrac... Starting materials: FC1=C(C=CC=C1)C1=CC(=CC=C1)C (2'-fluoro-3-methyl[1,1'-biphenyl]), BrN1C(CCC1=O)=O (N-bromosuccinimide). Solvent: C(Cl)(Cl)(Cl)Cl (carbon tetrachloride). Product: BrCC=1C=C(C=CC1)C1=C(C=CC=C1)F (3-bromomethyl-2'-fluoro[1,1'-biphenyl]). The yield is 81.7%. As a reaction SMILES: [F:1][C:2]1[CH:7]=[CH:6][CH:5]=[CH:4][C:3]=1[C:8]1[CH:13]=[CH:12][CH:11]=[C:10]([CH3:14])[CH:9]=1.[Br:15]N1C(=O)CCC1=O>C(Cl)(Cl)(Cl)Cl>[Br:15][CH2:14][C:10]1[CH:9]=[C:8]([C:3]2[CH:4]=[CH:5][CH:6]=[CH:7][C:2]=2[F:1])[CH:13]=[CH:12][CH:11]=1. Procedure: A mixture of 2'-fluoro-3-methyl[1,1'-biphenyl] (1.1 g, 0.006 mole) and N-bromosuccinimide (1.1 g, 0.006 mole) in 11 ml of carbon tetrachloride was irradiated with white light to afford 3-bromomethyl-2'-fluoro[1,1'-biphenyl] (1.3 g). The nmr spectrum was consistent with that expected for the named compound. Reactants: CCOC(=O)C=Cc1ccc(CN2C(=O)N(c3cccc(C(F)(F)F)c3)C(C)=C(C(=O)OCC)C2c2ccc(C#N)cc2)cc1, CCO, Cl, [Na+], [OH-]. Product: CCOC(=O)C1=C(C)N(c2cccc(C(F)(F)F)c2)C(=O)N(Cc2ccc(C=CC(=O)O)cc2)C1c1ccc(C#N)cc1. As a reaction SMILES: [C:1](#[N:2])[c:3]1[cH:4][cH:5][c:6]([CH:9]2[N:10]([CH2:32][c:33]3[cH:34][cH:35][c:36]([CH:39]=[CH:40][C:41](=[O:42])[O:43][CH2:44][CH3:45])[cH:37][cH:38]3)[C:11](=[O:31])[N:12]([c:21]3[cH:22][c:23]([C:27]([F:28])([F:29])[F:30])[cH:24][cH:25][cH:26]3)[C:13]([CH3:20])=[C:14]2[C:15](=[O:16])[O:17][CH2:18][CH3:19])[cH:7][cH:8]1.[CH3:49][CH2:50][OH:51].[ClH:48].[Na+:47].[OH-:46]>>[C:1](#[N:2])[c:3]1[cH:4][cH:5][c:6]([CH:9]2[N:10]([CH2:32][c:33]3[cH:34][cH:35][c:36]([CH:39]=[CH:40][C:41](=[O:42])[OH:43])[cH:37][cH:38]3)[C:11](=[O:31])[N:12]([c:21]3[cH:22][c:23]([C:27]([F:28])([F:29])[F:30])[cH:24][cH:25][cH:26]3)[C:13]([CH3:20])=[C:14]2[C:15](=[O:16])[O:17][CH2:18][CH3:19])[cH:7][cH:8]1. The reactants are CC(C)(C)OC(=O)N1CCc2ccc(O)cc2CC1, O=C([O-])[O-], CN(C)C=O, CCOC(C)=O, O=[N+]([O-])c1ccc(F)c(F)c1, [K+], [K+]. Product: CC(C)(C)OC(=O)N1CCc2ccc(Oc3ccc([N+](=O)[O-])cc3F)cc2CC1. RXN SMILES: [C:12]([CH3:13])([CH3:14])([CH3:15])[O:16][C:17](=[O:18])[N:19]1[CH2:20][CH2:21][c:22]2[c:23]([cH:26][c:27]([OH:30])[cH:28][cH:29]2)[CH2:24][CH2:25]1.[C:31](=[O:32])([O-:33])[O-:34].[CH3:37][N:38]([CH3:39])[CH:40]=[O:41].[CH3:42][CH2:43][O:44][C:45](=[O:46])[CH3:47].[F:1][c:2]1[cH:3][c:4]([N+:9](=[O:10])[O-:11])[cH:5][cH:6][c:7]1[F:8].[K+:35].[K+:36]>>[F:1][c:2]1[cH:3][c:4]([N+:9](=[O:10])[O-:11])[cH:5][cH:6][c:7]1[O:30][c:27]1[cH:26][c:23]2[c:22]([cH:29][cH:28]1)[CH2:21][CH2:20][N:19]([C:17]([O:16][C:12]([CH3:13])([CH3:14])[CH3:15])=[O:18])[CH2:25][CH2:24]2.